describe an organic reaction: reactants, conditions, products, and yield From a dataset of the Open Reaction Database (ORD), a public repository of structured organic reaction records. Reactants: C(CCC)OC1=NC(=C2N=C(N(C2=N1)CCC1CNCCC1)OC)N (2-(butyloxy)-8-(methyloxy)-9-[2-(3-piperidinyl)ethyl]-9H-purin-6-amine), ICC(C)C (1-iodo-2-methylpropane). The product is NC1=C2NC(N(C2=NC(=N1)OCCCC)CCC1CN(CCC1)CC(C)C)=O (6-Amino-2-(butyloxy)-9-{2-[1-(2-methylpropyl)-3-piperidinyl]ethyl}-7,9-dihydro-8H-purin-8-one). As a reaction SMILES: [CH2:1]([O:5][C:6]1[N:14]=[C:13]2[C:9]([N:10]=[C:11]([O:23]C)[N:12]2[CH2:15][CH2:16][CH:17]2[CH2:22][CH2:21][CH2:20][NH:19][CH2:18]2)=[C:8]([NH2:25])[N:7]=1)[CH2:2][CH2:3][CH3:4].I[CH2:27][CH:28]([CH3:30])[CH3:29]>>[NH2:25][C:8]1[N:7]=[C:6]([O:5][CH2:1][CH2:2][CH2:3][CH3:4])[N:14]=[C:13]2[C:9]=1[NH:10][C:11](=[O:23])[N:12]2[CH2:15][CH2:16][CH:17]1[CH2:22][CH2:21][CH2:20][N:19]([CH2:27][CH:28]([CH3:30])[CH3:29])[CH2:18]1. Reported procedure: Prepared similarly to Example 14 from 2-(butyloxy)-8-(methyloxy)-9-[2-(3-piperidinyl)ethyl]-9H-purin-6-amine and 1-iodo-2-methylpropane.